This data is from the Open Reaction Database (ORD), a public repository of structured organic reaction records. The task is: describe an organic reaction: reactants, conditions, products, and yield As a reaction SMILES: O.[OH-].[Li+].Cl.[CH3:5][O:6][C:7](=[O:11])[CH2:8][CH2:9][NH2:10].Br[CH2:13][C:14]1[CH:19]=[C:18]([Cl:20])[CH:17]=[CH:16][C:15]=1[N+:21]([O-:23])=[O:22]>CN(C)C=O>[CH3:5][O:6][C:7](=[O:11])[CH2:8][CH2:9][NH:10][CH2:13][C:14]1[CH:19]=[C:18]([Cl:20])[CH:17]=[CH:16][C:15]=1[N+:21]([O-:23])=[O:22] |f:0.1.2,3.4|. Reaction conditions: time 20 minute. Yields the product COC(CCNCC1=C(C=CC(=C1)Cl)[N+](=O)[O-])=O (3-[(5-Chloro-2-nitro-benzyl)-amino]-propionic acid methyl ester). Starting materials: BrCC1=C(C=CC(=C1)Cl)[N+](=O)[O-] (2-(Bromomethyl)-4-chloro-1-nitrobenzene), powder, O.[OH-].[Li+] (lithium hydroxide monohydrate), Cl.COC(CCN)=O (β-Alanine methyl ester hydrochloride). Solvent: CN(C=O)C (N,N-dimethylformamide). Reported procedure: A mixture of 4 Å molecular sieve powder (16.9 g) and lithium hydroxide monohydrate (1.80 g, 43 mmol) in N,N-dimethylformamide (100 ml) was stirred at room temperature for 20 minutes. β-Alanine methyl ester hydrochloride (5.0 g, 35.8 mmol) was added and the mixture stirred for a further 45 minutes. 2-(Bromomethyl)-4-chloro-1-nitrobenzene (J. Het. Chem. 1972; 9(1), 119–22) (8.98 g, 35.8 mmol) was added and the reaction stirred at room temperature for 16 hours. The mixture was filtered, the filtrat... The reactants are [O-]C#N.[Na+] (sodium cyanate), NC=1C=C2C(=CNC2=CC1)CC#N (5-amino-1H-indole-3-aceto-nitrile). Run in O (water), C(C)(=O)O (acetic acid), O (water). Yields the product C(#N)CC1=CNC2=CC=C(C=C12)NC(=O)N (N-[3-(Cyanomethyl)-1H-indol-5-yl]urea). Isolated yield 16.0%. As a reaction SMILES: [O-:1][C:2]#[N:3].[Na+].[NH2:5][C:6]1[CH:7]=[C:8]2[C:12](=[CH:13][CH:14]=1)[NH:11][CH:10]=[C:9]2[CH2:15][C:16]#[N:17]>O.C(O)(=O)C>[C:16]([CH2:15][C:9]1[C:8]2[C:12](=[CH:13][CH:14]=[C:6]([NH:5][C:2]([NH2:3])=[O:1])[CH:7]=2)[NH:11][CH:10]=1)#[N:17] |f:0.1|. Reported procedure: A solution of sodium cyanate (1.2 g) in water (10 ml) was added to a stirred solution of 5-amino-1H-indole-3-aceto-nitrile (1.5 g) in glacial acetic acid (5 ml) and water (10 ml). Stirring was continued until a brown gum precipitated (10 min). The aqueous layer was then decanted off, and extracted with ethyl acetate (2×100 ml). The combined extracts were washed with sodium carbonate soln. (2N, 2×100 ml), dried (Na2SO4) and evaporated in vacuo to yield the crude urea as an off-white solid (0,3 g)... Reactants: COC(CC(=O)C=CC1=CC(=CC=C1)[N+](=O)[O-])=O (3-nitrobenzylideneacetoacetic acid methyl ester), C(C)(C)O (isopropanol), C(C)O (ethanol), C(C)OC(C=C(N(C)C)N)=O (3-amino-3-dimethylaminoacrylic acid ethyl ester). The product is COC(=O)C1C(C(=C(N=C1C)N(C)C)C(=O)OCC)C1=CC(=CC=C1)[N+](=O)[O-] (2-dimethylamino-6-methyl-4-(3-nitrophenyl)-4,5-dihydropyridine-3,5-dicarboxylic acid 3-ethyl ester-5-methyl ester). The yield is 54.0%. As a reaction SMILES: COC(=O)C[C:5]([CH:7]=[CH:8][C:9]1[CH:14]=[CH:13][CH:12]=[C:11]([N+:15]([O-:17])=[O:16])[CH:10]=1)=[O:6].[CH2:19]([O:21][C:22](=[O:29])[CH:23]=[C:24]([NH2:28])[N:25]([CH3:27])[CH3:26])[CH3:20].[CH:30]([OH:33])(C)C.[CH2:34](O)[CH3:35]>>[CH3:30][O:33][C:5]([CH:7]1[C:34]([CH3:35])=[N:28][C:24]([N:25]([CH3:27])[CH3:26])=[C:23]([C:22]([O:21][CH2:19][CH3:20])=[O:29])[CH:8]1[C:9]1[CH:14]=[CH:13][CH:12]=[C:11]([N+:15]([O-:17])=[O:16])[CH:10]=1)=[O:6]. Reported procedure: Boiling a solution of 12.5 g of 3-nitrobenzylideneacetoacetic acid methyl ester and 8.2 g of 3-amino-3-dimethylaminoacrylic acid ethyl ester in 100 ml of ethanol for 2 hours yields 2-dimethylamino-6-methyl-4-(3-nitrophenyl)-4,5-dihydropyridine-3,5-dicarboxylic acid 3-ethyl ester-5-methyl ester of melting point 95°C (isopropanol). Yield: 54% of theory. The reactants are C1(=CC=C(C=C1)S(=O)(=O)O)C.CC1=CC(=NC(=C1)C)C=CC1=NNC2=CC(=CC=C12)NC1=C(C(=O)O)C=CC=N1 (2-{3-[2-(4,6-Dimethyl-pyridin-2-yl)-vinyl]-1H-indazol-6-ylamino}-nicotinic acid p-toluene sulfonate), C1(CC1)C#CCN (3-Cyclopropyl-prop-2-ynylamine). Yields the product C1(CC1)C#CCNC(C1=C(N=CC=C1)NC1=CC=C2C(=NNC2=C1)\C=C\C1=NC(=CC(=C1)C)C)=O (N-(3-Cyclopropyl-prop-2-ynyl)-2-{3-[(E)-2-(4,6-dimethyl-pyridin-2-yl)-vinyl]-1H-indazol-6-ylamino}-nicotinamide). Reaction SMILES: C1(C)C=CC(S(O)(=O)=O)=CC=1.[CH3:12][C:13]1[CH:18]=[C:17]([CH3:19])[N:16]=[C:15]([CH:20]=[CH:21][C:22]2[C:30]3[C:25](=[CH:26][C:27]([NH:31][C:32]4[N:40]=[CH:39][CH:38]=[CH:37][C:33]=4[C:34](O)=[O:35])=[CH:28][CH:29]=3)[NH:24][N:23]=2)[CH:14]=1.[CH:41]1([C:44]#[C:45][CH2:46][NH2:47])[CH2:43][CH2:42]1>>[CH:41]1([C:44]#[C:45][CH2:46][NH:47][C:34](=[O:35])[C:33]2[CH:37]=[CH:38][CH:39]=[N:40][C:32]=2[NH:31][C:27]2[CH:26]=[C:25]3[C:30]([C:22](/[CH:21]=[CH:20]/[C:15]4[CH:14]=[C:13]([CH3:12])[CH:18]=[C:17]([CH3:19])[N:16]=4)=[N:23][NH:24]3)=[CH:29][CH:28]=2)[CH2:43][CH2:42]1 |f:0.1|. Procedure details: Prepared-in a similar manner to that described for Example 6 above, except using 2-{3-[2-(4,6-Dimethyl-pyridin-2-yl)-vinyl]-1H-indazol-6-ylamino}-nicotinic acid p-toluene sulfonate and 3-Cyclopropyl-prop-2-ynylamine. 1H NMR (DMSO-d6): δ 13.01 (1H, s), 11.20 (1H, s), 9.19 (1H, bt), 8.51 (1H, s), 8.40 (1H, d, J=4.9 Hz), 8.15 (1H, d, J=7.5 Hz), 8.05 (1H, d, J=8.7 Hz), 7.83 (1H, d, J=16.4 Hz), 7.42 (1H, d, J=16.4 Hz), 7.31 (1H, s), 7.05 (1H, d, J=8.3 Hz), 6.96 (1H, s), 6.92 (1H, dd, J=7.5, 4.9 Hz), ... Reactants: ClCCCN1C(NC2=C1C=CC=C2)=O (1-(3-Chloropropyl)-1,3-dihydro-2H-benzimidazol-2-one), C=O (paraformaldehyde), C(C)(=O)[O-].[Na+] (sodium acetate). Solvent: C(C)(=O)O (acetic acid). Yields the product ClCCCN1C(N(C2=C1C=CC=C2)CO)=O (1-(3-chloropropyl)-3-(hydroxymethyl)-1H-benzo[d]imidazol-2(3H)-one). Isolated yield 90.7%. Reaction SMILES: [Cl:1][CH2:2][CH2:3][CH2:4][N:5]1[C:9]2[CH:10]=[CH:11][CH:12]=[CH:13][C:8]=2[NH:7][C:6]1=[O:14].C=O.[C:17]([O-])(=[O:19])C.[Na+]>C(O)(=O)C>[Cl:1][CH2:2][CH2:3][CH2:4][N:5]1[C:9]2[CH:10]=[CH:11][CH:12]=[CH:13][C:8]=2[N:7]([CH2:17][OH:19])[C:6]1=[O:14] |f:2.3|. Procedure details: 1-(3-Chloropropyl)-1,3-dihydro-2H-benzimidazol-2-one (0.30 g, 1.42 mmol), paraformaldehyde (0.0853 g, 2.84 mmol), and sodium acetate (0.117 g, 1.42 mmol) in acetic acid (3 mL) were heated at 65° C. for 20 hours. The mixture was evaporated to dryness, dissolved in ethyl acetate, washed with saturated aqueous sodium bicarbonate and brine, dried (MgSO4), and evaporated. The residue was purified by PTLC (50% ethyl acetate/hexanes) to give product as a white solid (0.31 g, 90%); NMR (DMSO-d6); δ2.06-...